Dataset: the Open Reaction Database (ORD), a public repository of structured organic reaction records. Task: describe an organic reaction: reactants, conditions, products, and yield Reactants: ClC1=NC=2N3[C@H](CNC2C=N1)COCC3 ((R)-2-chloro-5,6,6a,7,9,10-hexahydro-[1,4]oxazino[3,4-h]pteridine), CC(C)([O-])C.[Na+] (sodium tert-butoxide), ClCC1=CC(=NO1)CC (5-(chloromethyl)-3-ethylisoxazole). Run in CS(=O)C (DMSO). The product is ClC1=NC=2N3[C@H](CN(C2C=N1)CC1=CC(=NO1)CC)COCC3 ((R)-2-chloro-5-((3-ethylisoxazol-5-yl)methyl)-5,6,6a,7,9,10-hexahydro-[1,4]oxazino[3,4-h]pteridine). RXN SMILES: [Cl:1][C:2]1[N:11]=[CH:10][C:9]2[NH:8][CH2:7][C@@H:6]3[CH2:12][O:13][CH2:14][CH2:15][N:5]3[C:4]=2[N:3]=1.CC(C)([O-])C.[Na+].Cl[CH2:23][C:24]1[O:28][N:27]=[C:26]([CH2:29][CH3:30])[CH:25]=1>CS(C)=O>[Cl:1][C:2]1[N:11]=[CH:10][C:9]2[N:8]([CH2:23][C:24]3[O:28][N:27]=[C:26]([CH2:29][CH3:30])[CH:25]=3)[CH2:7][C@@H:6]3[CH2:12][O:13][CH2:14][CH2:15][N:5]3[C:4]=2[N:3]=1 |f:1.2|. Procedure details: The title compound was prepared in a manner similar to PREPARATION x5 using (R)-2-chloro-5,6,6a,7,9,10-hexahydro-[1,4]oxazino[3,4-h]pteridine (PREPARATION x2, 100 mg, 0.441 mmol) in DMSO (5 mL), sodium tert-butoxide (50.9 mg, 0.529 mmol) and 5-(chloromethyl)-3-ethylisoxazole (70.7 mg, 0.485 mmol) (120 mg, 81%). ESI-MS m/z [M+H]+ calc'd for C15H18ClN5O2, 336.12. found 336.3. Run in ClCCl (dichloromethane). Starting materials: O (water), COC(=O)C1=CC=C(C=C1)C1=CC=C(C=C1)N1CCN(CC1)C(=O)OC(C)(C)C (tert-butyl 4-[4′-(methoxycarbonyl)-1,1′-biphenyl-4-yl]-1-piperazinecarboxylate), C1(=CC=CC=C1)OC (anisole), FC(C(=O)O)(F)F (trifluoroacetic acid). Yields the product FC(C(=O)O)(F)F.N1(CCNCC1)C1=CC=C(C=C1)C1=CC=C(C=C1)C(=O)OC (methyl 4′-(1-piperazinyl)-1,1′-biphenyl-4-carboxylate trifluoroacetate). Procedure: To a solution of tert-butyl 4-[4′-(methoxycarbonyl)-1,1′-biphenyl-4-yl]-1-piperazinecarboxylate (4.5 g) and anisole (6.17 ml) in dichloromethane (45 ml) was added dropwise with stirring trifluoroacetic acid (22.5 ml) at 0° C. The mixture was then stirred for 2 hours at room temperature. To the reaction mixture was added water. The resulting precipitate was collected by filtration and washed with isopropanol and diisopropyl ether to give methyl 4′-(1-piperazinyl)-1,1′-biphenyl-4-carboxylate trifl... Reaction SMILES: [CH3:1][O:2][C:3]([C:5]1[CH:10]=[CH:9][C:8]([C:11]2[CH:16]=[CH:15][C:14]([N:17]3[CH2:22][CH2:21][N:20](C(OC(C)(C)C)=O)[CH2:19][CH2:18]3)=[CH:13][CH:12]=2)=[CH:7][CH:6]=1)=[O:4].C1(OC)C=CC=CC=1.[F:38][C:39]([F:44])([F:43])[C:40]([OH:42])=[O:41].O>ClCCl>[F:38][C:39]([F:44])([F:43])[C:40]([OH:42])=[O:41].[N:17]1([C:14]2[CH:13]=[CH:12][C:11]([C:8]3[CH:9]=[CH:10][C:5]([C:3]([O:2][CH3:1])=[O:4])=[CH:6][CH:7]=3)=[CH:16][CH:15]=2)[CH2:18][CH2:19][NH:20][CH2:21][CH2:22]1 |f:5.6|. Reaction conditions: time 2 hour. Starting materials: S(O)(O)(=O)=O.S(=O)(=O)([O-])[O-].[Ni+2] (sulfuric acid nickel sulfate). Solvent: O (water). Product: S(=O)(=O)([O-])[O-].[Ni+2] (nickel sulfate), [OH-].[Ni+2].[OH-] (nickel hydroxide). Reaction SMILES: [S:1](=[O:5])(=[O:4])([OH:3])[OH:2].S([O-])([O-])(=O)=[O:7].[Ni+2:11]>O>[S:1]([O-:5])([O-:4])(=[O:3])=[O:2].[Ni+2:11].[OH-:7].[Ni+2:11].[OH-:2] |f:0.1.2,4.5,6.7.8|. Reported procedure: The nickel salt precipitate is next redissolved in solution and re-precipitated as a nickel sulfate starter salt of suitable quality for use in making an active positive electrode material. Preferably, the nickel salt precipitate is dissolved in sulfuric acid to form a nickel sulfate solution and then precipitated out with a condensation precipitation step. The sulfuric acid is preferably concentrated sulfuric acid having a concentration range of 50% to 99%. A condensation precipitation step pro... Starting materials: N(=NC(C(=O)[O-])(CC)C)C(C(=O)[O-])(CC)C (2,2′-azobis(methyl 2-methylpropionate)), C(C(=C)C)(=O)OCC1CC2C(CC1)O2 (3,4-epoxycyclohexylmethyl methacrylate), C(C(=C)C)(=O)OCC1=CC=CC=C1 (benzyl methacrylate), C(C(=C)C)(=O)O (methacrylic acid). Run in C(C(C)C)C(=O)C (methyl isobutyl ketone), CCCCCCC (heptane). Reaction conditions: time 6 hour. Product: C(C(=C)C)(=O)OCC1CC2C(CC1)O2.C(C(=C)C)(=O)OCC1=CC=CC=C1.C(C(=C)C)(=O)O (3,4-epoxycyclohexylmethyl methacrylate benzyl methacrylate methacrylic acid). As a reaction SMILES: [C:1]([O:6][CH2:7][CH:8]1[CH2:13][CH2:12][CH:11]2[O:14][CH:10]2[CH2:9]1)(=[O:5])[C:2]([CH3:4])=[CH2:3].[C:15]([O:20][CH2:21][C:22]1[CH:27]=[CH:26][CH:25]=[CH:24][CH:23]=1)(=[O:19])[C:16]([CH3:18])=[CH2:17].[C:28]([OH:33])(=[O:32])[C:29]([CH3:31])=[CH2:30].N(C(C)(CC)C([O-])=O)=NC(C)(CC)C([O-])=O>CCCCCCC.C(C(C)=O)C(C)C>[C:1]([O:6][CH2:7][CH:8]1[CH2:13][CH2:12][CH:11]2[O:14][CH:10]2[CH2:9]1)(=[O:5])[C:2]([CH3:4])=[CH2:3].[C:15]([O:20][CH2:21][C:22]1[CH:23]=[CH:24][CH:25]=[CH:26][CH:27]=1)(=[O:19])[C:16]([CH3:18])=[CH2:17].[C:28]([OH:33])(=[O:32])[C:29]([CH3:31])=[CH2:30] |f:6.7.8|. Reported procedure: Into a 500 ml-volume three-neck flask, 58.9 g (0.30 mol) of 3,4-epoxycyclohexylmethyl methacrylate (Cyclomer M100, produced by Daicel Chemical Industries, Ltd.), 31.7 g (0.18 mol) of benzyl methacrylate, 10.3 g (0.12 mol) of methacrylic acid and 300 ml of methyl isobutyl ketone were charged. A catalytic amount of 2,2′-azobis(methyl 2-methylpropionate) was added thereto as a radical polymerization initiator, and polymerization was allowed to proceed at 80° C. for 6 hours in a nitrogen stream. The... Reactants: C1CO1, CCOC(CCc1ccncc1)OCC, CCOCC, [Cl-], [K], N, [NH4+], O=[N+]([O-])[O-]. Product: CCOC(CC(CCO)c1ccncc1)OCC. RXN SMILES: [CH2:22]1[CH2:23][O:24]1.[CH2:7]([CH3:8])[O:9][CH:10]([CH2:11][CH2:12][c:13]1[cH:14][cH:15][n:16][cH:17][cH:18]1)[O:19][CH2:20][CH3:21].[CH3:27][CH2:28][O:29][CH2:30][CH3:31].[Cl-:25].[K:6].[NH3:1].[NH4+:26].[O-:2][N+:3](=[O:4])[O-:5]>>[CH2:7]([CH3:8])[O:9][CH:10]([CH2:11][CH:12]([c:13]1[cH:14][cH:15][n:16][cH:17][cH:18]1)[CH2:22][CH2:23][OH:24])[O:19][CH2:20][CH3:21]. The reactants are CC(C)C[AlH]CC(C)C (DIBAL-H), ClC1=C(C2=C(NC(C(=C2O)C#N)=O)S1)C1=CC=C(C(=O)OC)C=C1 (methyl 4-(2-chloro-5-cyano-4-hydroxy-6-oxo-6,7-dihydrothieno[2,3-b]pyridin-3-yl)benzoate). Run in C1CCOC1 (THF). Reaction conditions: time 8 hour. The product is ClC1=C(C2=C(NC(C(=C2O)C#N)=O)S1)C1=CC=C(C=C1)CO (2-chloro-4-hydroxy-3-[4-(hydroxymethyl)phenyl]-6-oxo-6,7-dihydrothieno[2,3-b]pyridine-5-carbonitrile). Reaction SMILES: CC(C[AlH]CC(C)C)C.[Cl:10][C:11]1[S:23][C:14]2[NH:15][C:16](=[O:22])[C:17]([C:20]#[N:21])=[C:18]([OH:19])[C:13]=2[C:12]=1[C:24]1[CH:33]=[CH:32][C:27]([C:28](OC)=[O:29])=[CH:26][CH:25]=1>C1COCC1>[Cl:10][C:11]1[S:23][C:14]2[NH:15][C:16](=[O:22])[C:17]([C:20]#[N:21])=[C:18]([OH:19])[C:13]=2[C:12]=1[C:24]1[CH:33]=[CH:32][C:27]([CH2:28][OH:29])=[CH:26][CH:25]=1. Reported procedure: 1M DIBAL-H (10 mL, 10 mmol) was slowly added to a solution of methyl 4-(2-chloro-5-cyano-4-hydroxy-6-oxo-6,7-dihydrothieno[2,3-b]pyridin-3-yl)benzoate (0.3 g, 0.832 mmol) in anhydrous THF (80 mL) held at −78° C. The solution was then allowed to warm to rt and stirred overnight. The reaction was quenched with MeOH (2 mL) and 1N HCl (5 mL), filtered through silica gel, concentrated and purified on a RP-HPLC system. MS (ESI) m/e 330.9 (M−H)+; 1H NMR (400 MHz, DMSO-d6): δ ppm 7.35 (d, J=8.28, 2H), 7... The reactants are CS(=O)(=O)c1ccc2c(c1)C=Cc1ccc(C(=O)O)cc1S2(=O)=O, O=C(O)c1ccc2c(c1)S(=O)(=O)c1ccccc1C=C2. The product is CS(=O)(=O)c1ccc2c(c1)C=Cc1ccc(CO)cc1S2(=O)=O. RXN SMILES: [CH3:1][S:2](=[O:3])(=[O:4])[c:5]1[cH:6][cH:7][c:8]2[c:9]([cH:24]1)[CH:10]=[CH:11][c:12]1[c:13]([cH:17][c:18]([C:21](=[O:22])[OH:23])[cH:19][cH:20]1)[S:14]2(=[O:15])=[O:16].[cH:25]1[c:26]2[c:38]([cH:39][c:40]([C:41]([OH:42])=[O:43])[cH:44]1)[S:35](=[O:36])(=[O:37])[c:34]1[c:29]([cH:30][cH:31][cH:32][cH:33]1)[CH:28]=[CH:27]2>>[CH3:1][S:2](=[O:3])(=[O:4])[c:5]1[cH:6][cH:7][c:8]2[c:9]([cH:24]1)[CH:10]=[CH:11][c:12]1[c:13]([cH:17][c:18]([CH2:21][OH:22])[cH:19][cH:20]1)[S:14]2(=[O:15])=[O:16].